From a dataset of the Open Reaction Database (ORD), a public repository of structured organic reaction records. describe an organic reaction: reactants, conditions, products, and yield Starting materials: Cl (hydrochloric acid), C(C1=CC=CC=C1)N1CCC2(CNC(O2)=O)CC1 (8-benzyl-1-oxa-3,8-diazaspiro[4.5]decan-2-one), suspension, [H-].[Na+] (sodium hydride), C(C)I (ethyl iodide). Run in O (water), CN(C=O)C (N,N-dimethylformamide). The product is C(C)N1C(OC2(C1)CCN(CC2)CC2=CC=CC=C2)=O (3-ethyl-8-benzyl-1-oxa-3,8-diazaspiro[4.5]decan-2-one). As a reaction SMILES: [CH2:1]([N:8]1[CH2:18][CH2:17][C:11]2([O:15][C:14](=[O:16])[NH:13][CH2:12]2)[CH2:10][CH2:9]1)[C:2]1[CH:7]=[CH:6][CH:5]=[CH:4][CH:3]=1.[H-].[Na+].[CH2:21](I)[CH3:22].Cl>O.CN(C)C=O>[CH2:21]([N:13]1[CH2:12][C:11]2([CH2:17][CH2:18][N:8]([CH2:1][C:2]3[CH:3]=[CH:4][CH:5]=[CH:6][CH:7]=3)[CH2:9][CH2:10]2)[O:15][C:14]1=[O:16])[CH3:22] |f:1.2|. Procedure: A mixture of 16.5 g 8-benzyl-1-oxa-3,8-diazaspiro[4.5]decan-2-one, 6.6 g, 50% suspension of sodium hydride in mineral oil, 15 g ethyl iodide and 70 ml N,N-dimethylformamide is heated at 90° for one hour. The mixture is poured into 150 ml water and the resulting mixture acidified with 10 N hydrochloric acid. The mixture is extracted with two 100 ml portions of hexane. The aqueous layer is basified with sodium hydroxide and extracted with three 75 ml portions of dichloromethane. Removal of solvent... Reactants: COC(=O)c1ccc(OCc2ccccc2)cc1O, CN(C)C=O, CCOC(=O)CCC(Cl)c1ccccc1, [H-], [Na+]. Product: CCOC(=O)CCC(Oc1cc(OCc2ccccc2)ccc1C(=O)OC)c1ccccc1. Reaction SMILES: [CH2:3]([c:4]1[cH:5][cH:6][cH:7][cH:8][cH:9]1)[O:10][c:11]1[cH:12][c:13]([OH:21])[c:14]([C:15](=[O:16])[O:17][CH3:18])[cH:19][cH:20]1.[CH3:37][N:38]([CH3:39])[CH:40]=[O:41].[Cl:22][CH:23]([CH2:24][CH2:25][C:26](=[O:27])[O:28][CH2:29][CH3:30])[c:31]1[cH:32][cH:33][cH:34][cH:35][cH:36]1.[H-:1].[Na+:2]>>[CH2:3]([c:4]1[cH:5][cH:6][cH:7][cH:8][cH:9]1)[O:10][c:11]1[cH:12][c:13]([O:21][CH:23]([CH2:24][CH2:25][C:26](=[O:27])[O:28][CH2:29][CH3:30])[c:31]2[cH:32][cH:33][cH:34][cH:35][cH:36]2)[c:14]([C:15](=[O:16])[O:17][CH3:18])[cH:19][cH:20]1. Reactants: COCCOC, S=c1ncc(Cl)c[nH]1, ClCOc1ccc(Cl)cc1, [K]. Yields the product Clc1ccc(OCSc2ncc(Cl)cn2)cc1. Reaction SMILES: [CH3:20][O:21][CH2:22][CH2:23][O:24][CH3:25].[Cl:12][c:13]1[cH:14][n:15][c:16](=[S:19])[nH:17][cH:18]1.[Cl:1][c:2]1[cH:3][cH:4][c:5]([O:6][CH2:7][Cl:8])[cH:9][cH:10]1.[K:11]>>[Cl:1][c:2]1[cH:3][cH:4][c:5]([O:6][CH2:7][S:19][c:16]2[n:15][cH:14][c:13]([Cl:12])[cH:18][n:17]2)[cH:9][cH:10]1. Starting materials: O (water), C(C)C1CCC(CC1)=O (4-Ethyl-cyclohexanone), N1CCOCC1 (morpholine), O.C1(=CC=C(C=C1)S(=O)(=O)O)C (p-toluene-sulfonic acid monohydrate), C1(=CC=CC=C1)C (toluene). Reaction conditions: temperature 100 celsius, time 24 hour. The product is C(C)OC(C=C1C(=CCC(C1)CC)N1CCOCC1)=O ((5-Ethyl-2-morpholin-4-yl-cyclohex-2-enylidene)-acetic acid ethyl ester). RXN SMILES: [CH2:1]([CH:3]1[CH2:8][CH2:7][C:6](=O)[CH2:5][CH2:4]1)[CH3:2].[NH:10]1[CH2:15][CH2:14][O:13][CH2:12][CH2:11]1.[OH2:16].[C:17]1([CH3:27])C=CC(S(O)(=O)=O)=CC=1.[OH2:28].[C:29]1([CH3:35])C=CC=CC=1>>[CH2:29]([O:16][C:2](=[O:28])[CH:1]=[C:3]1[CH2:8][CH:7]([CH2:17][CH3:27])[CH2:6][CH:5]=[C:4]1[N:10]1[CH2:15][CH2:14][O:13][CH2:12][CH2:11]1)[CH3:35] |f:2.3|. Reported procedure: 91.6 g of 4-Ethyl-cyclohexanone, 73.6 g of morpholine and 2 g of p-toluene-sulfonic acid monohydrate are dissolved in 400 ml of toluene. The mixture is heated to reflux and the water formed is removed by a water separator. After reacting for about 24 h, the reaction mixture is cooled to 100° C. and 2 g of p-toluene-sulfonic acid are added, followed by the addition of 157.22 g of glyoxylic acid ethyl ester during 30 minutes. The mixture is again heated to reflux for 5 hours and allowed to cool do... Starting materials: Cl.C(C1=CC=CC=C1)N1N=C2C=C(C=CC2=C1)C=1C=C(N2N=CN=C(C21)N)C2CNCCC2 (5-(2-benzyl-2H-indazol-6-yl)-7-piperidin-3-ylpyrrolo[2,1-f][1,2,4]triazin-4-amine hydrochloride), CS(=O)(=O)Cl (methanesulfonyl chloride), C(C)(C)N(C(C)C)CC (N,N-diisopropylethylamine). Solvent: CN(C)C=O (DMF). Reaction conditions: time 17 hour. The product is C(C1=CC=CC=C1)N1N=C2C=C(C=CC2=C1)C=1C=C(N2N=CN=C(C21)N)C2CN(CCC2)S(=O)(=O)C (5-(2-benzyl-2H-indazol-6-yl)-7-[1-(methylsulfonyl)piperidin-3-yl]pyrrolo[2,1-f][1,2,4]triazin-4-amine). The yield is 22.7%. Reaction SMILES: Cl.[CH2:2]([N:9]1[CH:17]=[C:16]2[C:11]([CH:12]=[C:13]([C:18]3[CH:19]=[C:20]([CH:28]4[CH2:33][CH2:32][CH2:31][NH:30][CH2:29]4)[N:21]4[C:26]=3[C:25]([NH2:27])=[N:24][CH:23]=[N:22]4)[CH:14]=[CH:15]2)=[N:10]1)[C:3]1[CH:8]=[CH:7][CH:6]=[CH:5][CH:4]=1.[CH3:34][S:35](Cl)(=[O:37])=[O:36].C(N(CC)C(C)C)(C)C>CN(C=O)C>[CH2:2]([N:9]1[CH:17]=[C:16]2[C:11]([CH:12]=[C:13]([C:18]3[CH:19]=[C:20]([CH:28]4[CH2:33][CH2:32][CH2:31][N:30]([S:35]([CH3:34])(=[O:37])=[O:36])[CH2:29]4)[N:21]4[C:26]=3[C:25]([NH2:27])=[N:24][CH:23]=[N:22]4)[CH:14]=[CH:15]2)=[N:10]1)[C:3]1[CH:4]=[CH:5][CH:6]=[CH:7][CH:8]=1 |f:0.1|. Reported procedure: To a solution of 5-(2-benzyl-2H-indazol-6-yl)-7-piperidin-3-ylpyrrolo[2,1-f][1,2,4]triazin-4-amine hydrochloride (100 mg, 0.22 mmol) in DMF (1.5 mL) was added methanesulfonyl chloride (19 μL, 0.24 mmol) and N,N-diisopropylethylamine (114 μL, 0.65 mmol). The reaction was stirred at rt for 17 h. The crude mixture was purified by preparative HPLC using a gradient elution from 20% to 50% acetonitrile in water followed by filtration through an acidic resin, washing with MeOH. The product was eluted w... The reactants are COC(=O)c1sc(NC(=O)OC(C)(C)C)cc1C, CO, [Na+], [OH-]. The product is Cc1cc(NC(=O)OC(C)(C)C)sc1C(=O)O. As a reaction SMILES: [C:1]([CH3:2])([CH3:3])([CH3:4])[O:5][C:6](=[O:7])[NH:8][c:9]1[cH:10][c:11]([CH3:18])[c:12]([C:14](=[O:15])[O:16][CH3:17])[s:13]1.[CH3:21][OH:22].[Na+:20].[OH-:19]>>[C:1]([CH3:2])([CH3:3])([CH3:4])[O:5][C:6](=[O:7])[NH:8][c:9]1[cH:10][c:11]([CH3:18])[c:12]([C:14](=[O:15])[OH:16])[s:13]1. Reactants: C1(CCCCC1)C=1OC(=C(N1)CC#N)C ((2-cyclohexyl-5-methyl-oxazol-4-yl)-acetonitrile), CCOC(=O)C (AcOEt), [OH-].[Na+] (NaOH), Cl (HCl). Solvent: CCO.O (EtOH water). The product is C1(CCCCC1)C=1OC(=C(N1)CC(=O)O)C ((2-Cyclohexyl-5-methyl-oxazol-4-yl)-acetic acid). Reaction SMILES: [CH:1]1([C:7]2O[C:9]([CH3:15])=[C:10](CC#N)[N:11]=2)[CH2:6][CH2:5][CH2:4][CH2:3][CH2:2]1.[OH-:16].[Na+].Cl.CC[O:21][C:22]([CH3:24])=[O:23]>CCO.O>[CH:1]1([C:7]2[O:16][C:9]([CH3:15])=[C:10]([CH2:24][C:22]([OH:21])=[O:23])[N:11]=2)[CH2:6][CH2:5][CH2:4][CH2:3][CH2:2]1 |f:1.2,5.6|. Reported procedure: 1.900 g of the above prepared (2-cyclohexyl-5-methyl-oxazol-4-yl)-acetonitrile (9.30 mmol) was dissolved in 21 ml EtOH/water=1/1 and treated with 5 eq. of NaOH-pellets (1.86 g). Hydrolysis was allowed to proceed over night at 60° C. After cooling, 25% HCl was added, followed by AcOEt. After separation of the two layers, the aq. phase was again extracted with AcOEt, the combined organic layers washed with water, dried over sodium sulfate, and evaporated to dryness to yield 1.920 g of the title ac... Starting materials: ClCCCl, Cc1c(C(=O)O)cnn1-c1cc(OC(F)F)n(C)n1, O=S(Cl)Cl. Product: Cc1c(C(=O)Cl)cnn1-c1cc(OC(F)F)n(C)n1. RXN SMILES: [Cl:24][CH2:25][CH2:26][Cl:27].[F:1][CH:2]([O:3][c:4]1[cH:5][c:6](-[n:10]2[n:11][cH:12][c:13]([C:16](=[O:17])[OH:18])[c:14]2[CH3:15])[n:7][n:8]1[CH3:9])[F:19].[S:20]([Cl:21])([Cl:22])=[O:23]>>[F:1][CH:2]([O:3][c:4]1[cH:5][c:6](-[n:10]2[n:11][cH:12][c:13]([C:16](=[O:17])[Cl:22])[c:14]2[CH3:15])[n:7][n:8]1[CH3:9])[F:19].